describe an organic reaction: reactants, conditions, products, and yield From a dataset of the Open Reaction Database (ORD), a public repository of structured organic reaction records. Reactants: BrC=1C=C2C(=C(C=NC2=CC1)C(=O)C1CC1)N[C@@H]1CC[C@@H](CC1)N(CC)CC ({6-bromo-4-[cis-4-(diethylamino)cyclohexylamino]quinolin-3-yl}(cyclopropyl)methanone), ClC1=C(C(=CC(=C1)B1OC(C(O1)(C)C)(C)C)OC)O (2-chloro-6-methoxy-4-(4,4,5,5-tetramethyl-1,3,2-dioxaborolan-2-yl)phenol). Yields the product ClC=1C=C(C=C(C1O)OC)C=1C=C2C(=C(C=NC2=CC1)C(=O)C1CC1)N[C@@H]1CC[C@@H](CC1)N(CC)CC ({6-(3-Chloro-4-hydroxy-5-methoxyphenyl)-4-[cis-4-(diethylamino)cyclohexylamino]quinolin-3-yl}(cyclopropyl)methanone). Yield: 38.6%. RXN SMILES: Br[C:2]1[CH:3]=[C:4]2[C:9](=[CH:10][CH:11]=1)[N:8]=[CH:7][C:6]([C:12]([CH:14]1[CH2:16][CH2:15]1)=[O:13])=[C:5]2[NH:17][C@H:18]1[CH2:23][CH2:22][C@@H:21]([N:24]([CH2:27][CH3:28])[CH2:25][CH3:26])[CH2:20][CH2:19]1.[Cl:29][C:30]1[CH:35]=[C:34](B2OC(C)(C)C(C)(C)O2)[CH:33]=[C:32]([O:45][CH3:46])[C:31]=1[OH:47]>>[Cl:29][C:30]1[CH:35]=[C:34]([C:2]2[CH:3]=[C:4]3[C:9](=[CH:10][CH:11]=2)[N:8]=[CH:7][C:6]([C:12]([CH:14]2[CH2:15][CH2:16]2)=[O:13])=[C:5]3[NH:17][C@H:18]2[CH2:23][CH2:22][C@@H:21]([N:24]([CH2:25][CH3:26])[CH2:27][CH3:28])[CH2:20][CH2:19]2)[CH:33]=[C:32]([O:45][CH3:46])[C:31]=1[OH:47]. Reported procedure: Following general procedure F, {6-bromo-4-[cis-4-(diethylamino)cyclohexylamino]quinolin-3-yl}(cyclopropyl)methanone (31 mg, 0.070 mmol) was reacted with 2-chloro-6-methoxy-4-(4,4,5,5-tetramethyl-1,3,2-dioxaborolan-2-yl)phenol (43 mg, 0.150 mmol) to afford the desired product (14.1 mg, 39%) as a yellow-brown solid: 1H NMR (500 MHz, CD3OD) δ 9.25 (s, 1H), 8.36 (d, J=1.8 Hz, 1H), 8.03 (dd, J=8.7, 1.9 Hz, 1H), 7.93 (d, J=8.7 Hz, 1H), 7.26 (d, J=2.1 Hz, 1H), 7.20 (d, J=2.1 Hz, 1H), 4.77 (s, J=12.7 Hz... Starting materials: BrC=1C(=CC(=C(C1)C(=O)C1=CC=C(C=C1)OCC)Cl)OC ((5-Bromo-2-chloro-4-methoxyphenyl)(4-ethoxyphenyl)methanone), C(C)#N (acetonitrile), C(C)[SiH](CC)CC (triethylsilane), B(F)(F)F.CCOCC (boron trifluoride diethyl etherate). Run in ClCCl (dichloromethane). Run at temperature 0 celsius. Product: C(C=C)OC1=C(C=C(C(=C1)Cl)CC1=CC=C(C=C1)OCC)Br (1-(Allyloxy)-2-bromo-5-chloro-4-(4-ethoxybenzyl)benzene). As a reaction SMILES: [Br:1][C:2]1[C:3]([O:20][CH3:21])=[CH:4][C:5]([Cl:19])=[C:6]([C:8]([C:10]2[CH:15]=[CH:14][C:13]([O:16][CH2:17][CH3:18])=[CH:12][CH:11]=2)=O)[CH:7]=1.[C:22](#N)[CH3:23].C([SiH](CC)CC)C.B(F)(F)F.CCOCC>ClCCl>[CH2:21]([O:20][C:3]1[CH:4]=[C:5]([Cl:19])[C:6]([CH2:8][C:10]2[CH:15]=[CH:14][C:13]([O:16][CH2:17][CH3:18])=[CH:12][CH:11]=2)=[CH:7][C:2]=1[Br:1])[CH:22]=[CH2:23] |f:3.4|. Reported procedure: To a stirred −10° C. solution of (5-Bromo-2-chloro-4-methoxyphenyl)(4-ethoxyphenyl)methanone (54.3 mmol) from Step 4 in dichloromethane (150 mL)/acetonitrile (150 mL) was added triethylsilane (20 mL, 109 mmol) followed by boron trifluoride diethyl etherate (16 mL, 109 mmol) at −10° C. The solution was allowed to warm to 0° C. over 2 h prior to quenching with saturated sodium carbonate solution. After removal of organic volatiles under reduced pressure, the residue was partitioned between ethyl a... The yield is 85.0%. Starting materials: Cl.Cl.N1=CC(=CC=C1)N(C(=O)C1=CC2=C(N(C(=N2)CNC2=CC=C(C=C2)C(N)=N)C)C=C1)CCC(=O)OCC (1-methyl-2-[N-(4-amidinophenyl)aminomethyl]benzimidazol-5-yl-carboxylic acid-N-(3-pyridyl)-N-(2-ethoxycarbonylethyl)amide dihydrochloride), [OH-].[Na+] (sodium hydroxide), C25H25N7O3. As a reaction SMILES: Cl.Cl.[N:3]1[CH:8]=[CH:7][CH:6]=[C:5]([N:9]([CH2:33][CH2:34][C:35]([O:37]CC)=[O:36])[C:10]([C:12]2[CH:32]=[CH:31][C:15]3[N:16]([CH3:30])[C:17]([CH2:19][NH:20][C:21]4[CH:26]=[CH:25][C:24]([C:27](=[NH:29])[NH2:28])=[CH:23][CH:22]=4)=[N:18][C:14]=3[CH:13]=2)=[O:11])[CH:4]=1.[OH-].[Na+]>>[N:3]1[CH:8]=[CH:7][CH:6]=[C:5]([N:9]([CH2:33][CH2:34][C:35]([OH:37])=[O:36])[C:10]([C:12]2[CH:32]=[CH:31][C:15]3[N:16]([CH3:30])[C:17]([CH2:19][NH:20][C:21]4[CH:22]=[CH:23][C:24]([C:27](=[NH:28])[NH2:29])=[CH:25][CH:26]=4)=[N:18][C:14]=3[CH:13]=2)=[O:11])[CH:4]=1 |f:0.1.2,3.4|. Procedure: Prepared analogously to Example 26 from 1-methyl-2-[N-(4-amidinophenyl)aminomethyl]benzimidazol-5-yl-carboxylic acid-N-(3-pyridyl)-N-(2-ethoxycarbonylethyl)amide dihydrochloride and sodium hydroxide solution. Yield: 85% of theory, C25H25N7O3 (471.5); EKA mass spectrum: (M+H)+=472; (M+2H)++=236.6; (M+2Na)++=258.6. Product: N1=CC(=CC=C1)N(C(=O)C1=CC2=C(N(C(=N2)CNC2=CC=C(C=C2)C(N)=N)C)C=C1)CCC(=O)O (1-Methyl-2-[N-(4-amidinophenyl)aminomethyl]benzimidazol-5-yl-carboxylic acid-N-(3-pyridyl)-N-(2-hydroxycarbonylethyl)amide). Starting materials: IC=1C=C(C=CC1)C(CCCCN1CCC(CC1)C=1C=C(C=CC1)NC(C(C)C)=O)=O (N-(3-{1-[5-(3-iodophenyl)-5-oxopentyl]-4-piperidinyl}phenyl)-2-methylpropanamide), Cl.CC1=CC=C(C=C1)NN (4-methylphenylhydrazine hydrochloride). The product is IC=1C=C(C=CC1)C=1NC2=CC=C(C=C2C1CCCN1CCC(CC1)C=1C=C(C=CC1)NC(C(C)C)=O)C (N-[3-(1-{3-[2-(3-IODOPHENYL)-5-METHYL-1H-INDOL-3-YL]PROPYL}-4-PIPERIDINYL)PHENYL]-2-METHYLPROPANAMIDE). As a reaction SMILES: [I:1][C:2]1[CH:3]=[C:4]([C:8](=O)[CH2:9][CH2:10][CH2:11][CH2:12][N:13]2[CH2:18][CH2:17][CH:16]([C:19]3[CH:20]=[C:21]([NH:25][C:26](=[O:30])[CH:27]([CH3:29])[CH3:28])[CH:22]=[CH:23][CH:24]=3)[CH2:15][CH2:14]2)[CH:5]=[CH:6][CH:7]=1.Cl.[CH3:33][C:34]1[CH:39]=[CH:38][C:37]([NH:40]N)=[CH:36][CH:35]=1>>[I:1][C:2]1[CH:3]=[C:4]([C:8]2[NH:40][C:37]3[C:38]([C:9]=2[CH2:10][CH2:11][CH2:12][N:13]2[CH2:18][CH2:17][CH:16]([C:19]4[CH:20]=[C:21]([NH:25][C:26](=[O:30])[CH:27]([CH3:29])[CH3:28])[CH:22]=[CH:23][CH:24]=4)[CH2:15][CH2:14]2)=[CH:39][C:34]([CH3:33])=[CH:35][CH:36]=3)[CH:5]=[CH:6][CH:7]=1 |f:1.2|. Procedure: Prepared by Procedure E and Scheme M using N-(3-{1-[5-(3-iodophenyl)-5-oxopentyl]-4-piperidinyl}phenyl)-2-methylpropanamide and 4-methylphenylhydrazine hydrochloride: ESMS m/e: 620.2 (M+H)+. The reactants are S1C(=CC=C1)C(C=C)=O (1-(thiophen-2-yl)prop-2-en-1-one), CN(CCC(C=1SC=CC1)=O)C (N,N-dimethyl-3-keto-3-(2-thienyl)-1-propanamine). Product: S1C(=CC=C1)C(CC)=O (1-(thiophen-2-yl)propan-1-one), S1C(=CC=C1)C(CC)O (1-(thiophen-2-yl)propan-1-ol), S1C(=CC=C1)C(C=C)O (1-(thiophen-2-yl)prop-2-en-1-ol). As a reaction SMILES: CN(C)[CH2:3][CH2:4][C:5](=[O:11])[C:6]1[S:7][CH:8]=[CH:9][CH:10]=1.[S:13]1[CH:17]=[CH:16][CH:15]=[C:14]1[C:18](=[O:21])[CH:19]=[CH2:20]>>[S:7]1[CH:8]=[CH:9][CH:10]=[C:6]1[C:5](=[O:11])[CH2:4][CH3:3].[S:13]1[CH:17]=[CH:16][CH:15]=[C:14]1[CH:18]([OH:21])[CH2:19][CH3:20].[S:7]1[CH:8]=[CH:9][CH:10]=[C:6]1[CH:5]([OH:11])[CH:4]=[CH2:3]. Procedure details: It was observed that the substrate N,N-dimethyl-3-keto-3-(2-thienyl)-1-propanamine undergoes an elimination reaction (yielding, e.g., 1-(thiophen-2-yl)prop-2-en-1-one) at pH 8 which may be followed by enzymatic reduction to provide a number of additional products, e.g. 1-(thiophen-2-yl)propan-1-one, 1-(thiophen-2-yl)propan-1-ol, and 1-(thiophen-2-yl)prop-2-en-1-ol. However, a high concentration of isopropanol (>75%) reduces elimination and raising the pH to the 9 to 11 ranges obviates the elimin... The reactants are C(#N)[BH3-].[Na+] (sodium cyanoborohydride), C(C)(=O)O (acetic acid), CN1C(=NC=C1)C=O (1-methyl-2-imidazole carboxaldehyde), C(C)N(CCCCN(CCC)CCC)CC1=CC=C(C=C1)CNCC=1NC=CN1 (N-ethyl-N-(4-{[(1H-imidazol-2-ylmethyl)amino]methyl}benzyl)-N′,N′-dipropyl-butane-1,4-diamine). Solvent: CO (methanol). Conditions: time 8 hour. Product: C(C)N(CCCCN(CCC)CCC)CC1=CC=C(C=C1)CN(CC=1N(C=CN1)C)CC=1NC=CN1 (N-ethyl-N-(4-{[(1H-imidazol-2-ylmethyl)-(1-methyl-1H-imidazol-2-ylmethyl)-amino]-methyl}-benzyl)-N′,N′-dipropyl-butane-1,4-diamine). Isolated yield 81.2%. As a reaction SMILES: [CH2:1]([N:3]([CH2:15][C:16]1[CH:21]=[CH:20][C:19]([CH2:22][NH:23][CH2:24][C:25]2[NH:26][CH:27]=[CH:28][N:29]=2)=[CH:18][CH:17]=1)[CH2:4][CH2:5][CH2:6][CH2:7][N:8]([CH2:12][CH2:13][CH3:14])[CH2:9][CH2:10][CH3:11])[CH3:2].C([BH3-])#N.[Na+].C(O)(=O)C.[CH3:38][N:39]1[CH:43]=[CH:42][N:41]=[C:40]1[CH:44]=O>CO>[CH2:1]([N:3]([CH2:15][C:16]1[CH:21]=[CH:20][C:19]([CH2:22][N:23]([CH2:24][C:25]2[NH:29][CH:28]=[CH:27][N:26]=2)[CH2:44][C:40]2[N:39]([CH3:38])[CH:43]=[CH:42][N:41]=2)=[CH:18][CH:17]=1)[CH2:4][CH2:5][CH2:6][CH2:7][N:8]([CH2:9][CH2:10][CH3:11])[CH2:12][CH2:13][CH3:14])[CH3:2] |f:1.2|. Procedure details: The compound (317 mg) obtained in Example 23-7 was dissolved in anhydrous methanol (6.0 ml) and added with sodium cyanoborohydride (74.8 mg), acetic acid (1.00 ml), and 1-methyl-2-imidazole carboxaldehyde (105 mg) and the whole was stirred overnight at room temperature under a nitrogen atmosphere. After completion of the reaction, the solvent was distilled off and the resultant was dissolved in chloroform and added with a 1 mol/l sodium hydroxide aqueous solution. The whole was stirred for a whi...